describe an organic reaction: reactants, conditions, products, and yield From a dataset of the Open Reaction Database (ORD), a public repository of structured organic reaction records. The reactants are N1=CC(=CC=C1)CS(=O)CCO (2-(3-pyridylmethylsulphinyl)ethanol), CC(C)([O-])C.[K+] (potassium tert-butoxide), C=O (formaldehyde), C=O (Formaldehyde). Run in CN(C=O)C (dimethylformamide). Conditions: time 10 minute. Product: N1=CC(=CC=C1)C1COCCS1=O (3-(3-pyridyl)-1,4-oxathiane 4-oxide). The yield is 338.0%. As a reaction SMILES: [N:1]1[CH:6]=[CH:5][CH:4]=[C:3]([CH2:7][S:8]([CH2:10][CH2:11][OH:12])=[O:9])[CH:2]=1.[CH3:13]C(C)([O-])C.[K+].C=O>CN(C)C=O>[N:1]1[CH:6]=[CH:5][CH:4]=[C:3]([CH:7]2[S:8](=[O:9])[CH2:10][CH2:11][O:12][CH2:13]2)[CH:2]=1 |f:1.2|. Procedure: A stirred solution of 2-(3-pyridylmethylsulphinyl)ethanol (0.25 g, 1.35 mmol) in dimethylformamide (25 ml) at 0° C. was treated portionwise with potassium tert-butoxide (0.15 g, 1.35 mmol) and stirred for 10 mins. Formaldehyde gas [generated by heating paraformaldehyde (45 mg, 1.5 mmol) at 150° C.] was passed into the reaction mixture in a rapid stream of argon whilst cooling in an ice bath. When addition of the formaldehyde was completed the cooling bath was removed and the mixture allowed to w... Starting materials: OC1(CCNCC1)C1=CC(=C(O1)C1=CC=NC=C1)C=1C=C2CCC(C2=CC1)=NO (5-[5-(4-Hydroxy-piperidin-4-yl)-2-pyridin-4-yl-furan-3-yl]-indan-1-one oxime), [OH-].COC(=O)NS(=O)(=O)[N+](CC)(CC)CC ((methoxycarbonylsulfamoyl)-triethylammonium hydroxide). Run in C(C)(=O)OCC (ethyl acetate), O (water), C1CCOC1 (THF). Product: N1=CC=C(C=C1)C=1OC(=CC1C=1C=C2CCC(C2=CC1)=NO)C=1CCNCC1 (5-[2-Pyridin-4-yl-5-(1,2,3,6-tetrahydro-pyridin-4-yl)-furan-3-yl]-indan-1-one oxime). The yield is 60.6%. As a reaction SMILES: O[C:2]1([C:8]2[O:12][C:11]([C:13]3[CH:18]=[CH:17][N:16]=[CH:15][CH:14]=3)=[C:10]([C:19]3[CH:20]=[C:21]4[C:25](=[CH:26][CH:27]=3)[C:24](=[N:28][OH:29])[CH2:23][CH2:22]4)[CH:9]=2)[CH2:7][CH2:6][NH:5][CH2:4][CH2:3]1.[OH-].COC(NS([N+](CC)(CC)CC)(=O)=O)=O>C1COCC1.C(OCC)(=O)C.O>[N:16]1[CH:17]=[CH:18][C:13]([C:11]2[O:12][C:8]([C:2]3[CH2:7][CH2:6][NH:5][CH2:4][CH:3]=3)=[CH:9][C:10]=2[C:19]2[CH:20]=[C:21]3[C:25](=[CH:26][CH:27]=2)[C:24](=[N:28][OH:29])[CH2:23][CH2:22]3)=[CH:14][CH:15]=1 |f:1.2|. Procedure details: A solution of the product of Example 29, Step 1 (1.06 g, 2.0 mmol) in THF (25 ml) at 0° C. was treated with (methoxycarbonylsulfamoyl)-triethylammonium hydroxide inner salt (Burgess reagent, 952 mg, 4 mmol). After 18 hours at room temperature the mixture was diluted with ethyl acetate and water. The organic phase was washed with water and brine, dried and concentrated in vacuo. Purification of the residue by silica gel chromatography gave the title compound (450 mg, 46%); MS(ES+) m/e 486 [M+H]+. The reactants are ClC1=CC2=C(C=N1)C=CN2COCC[Si](C)(C)C (6-chloro-1-((2-(trimethylsilyl)ethoxy)methyl)-1H-pyrrolo[3,2-c]pyridine), [Br-].[Br-].[Br-].[NH+]1=CC=CC=C1.[NH+]1=CC=CC=C1.[NH+]1=CC=CC=C1 (pyridinium tribromide), O1CCOCC1 (1,4-dioxane), O1CCOCC1 (1,4-dioxane). Reaction conditions: time 2 hour. Yields the product BrC1(C(N(C2=C1C=NC(=C2)Cl)COCC[Si](C)(C)C)=O)Br (3,3-dibromo-6-chloro-1-((2-(trimethylsilyl)ethoxy)methyl)-1H-pyrrolo[3,2-c]pyridin-2(3H)-one). RXN SMILES: [Cl:1][C:2]1[N:7]=[CH:6][C:5]2[CH:8]=[CH:9][N:10]([CH2:11][O:12][CH2:13][CH2:14][Si:15]([CH3:18])([CH3:17])[CH3:16])[C:4]=2[CH:3]=1.[Br-:19].[Br-:20].[Br-].[NH+]1C=CC=CC=1.[NH+]1C=CC=CC=1.[NH+]1C=CC=CC=1.[O:40]1CCOCC1>>[Br:19][C:8]1([Br:20])[C:5]2[CH:6]=[N:7][C:2]([Cl:1])=[CH:3][C:4]=2[N:10]([CH2:11][O:12][CH2:13][CH2:14][Si:15]([CH3:18])([CH3:17])[CH3:16])[C:9]1=[O:40] |f:1.2.3.4.5.6|. Procedure: 6-chloro-1-((2-(trimethylsilyl)ethoxy)methyl)-1H-pyrrolo[3,2-c]pyridine (1.53 g, 5.4 mmol) was added as a solution in 1,4-dioxane (10 mL) to a mixture of pyridinium tribromide (8.7 g, 27 mmol) in 1,4-dioxane (10 mL) over 30 min. Following complete addition, the reaction mixture was stirred 2 h and was then quenched with water (25 mL). The resulting mixture was stirred 20 min and was then diluted with EtOAc. The aqueous phase was extracted with EtOAc (2×) and the combined organics were washed wit... Reactants: NC1=CC=C(C=C1)CCN1C(C2=CC=C(C(=C2C1)OCCCCC)OCCCCC)=O (2-[2-(4-aminophenyl)ethyl]-4,5-bispentyloxy-2,3-dihydroisoindol-1-one), CO.Cl (HCl- methanol). Solvent: CO (methanol). Run at time 30 minute. Product: Cl.NC1=CC=C(C=C1)CCN1C(C2=CC=C(C(=C2C1)OCCCCC)OCCCCC)=O (2-[2-(4-aminophenyl)ethyl]-4,5-bispentyloxy-2,3-dihydroisoindol-1-one hydrochloride). Isolated yield 71.8%. As a reaction SMILES: [NH2:1][C:2]1[CH:7]=[CH:6][C:5]([CH2:8][CH2:9][N:10]2[CH2:18][C:17]3[C:12](=[CH:13][CH:14]=[C:15]([O:25][CH2:26][CH2:27][CH2:28][CH2:29][CH3:30])[C:16]=3[O:19][CH2:20][CH2:21][CH2:22][CH2:23][CH3:24])[C:11]2=[O:31])=[CH:4][CH:3]=1.CO.[ClH:34]>CO>[ClH:34].[NH2:1][C:2]1[CH:7]=[CH:6][C:5]([CH2:8][CH2:9][N:10]2[CH2:18][C:17]3[C:12](=[CH:13][CH:14]=[C:15]([O:25][CH2:26][CH2:27][CH2:28][CH2:29][CH3:30])[C:16]=3[O:19][CH2:20][CH2:21][CH2:22][CH2:23][CH3:24])[C:11]2=[O:31])=[CH:4][CH:3]=1 |f:1.2,4.5|. Procedure: 2-[2-(4-Aminophenyl)ethyl]-4,5-bispentyloxy-2,3-dihydroisoindol-1-one (22.37 g, 52.7 mmol, 1.0 eq) obtained in Example 7-34 was dissolved in methanol (100 ml), and 10% HCl- methanol solution (86.0 g, 236 mmol, 4.4 eq) was added to this solution. The mixture was stired at room temperature for 30 minutes, and concentrated under reduced pressure to remove the solvent. The obtained residue was washed with hexane and dissolved in ethanol by heating. After cooling at room temperature for 1 hour, the m... The reactants are [BH4-].[Na+] (NaBH4), FC(C1=C(COC2=CC=C3C(CCSC3=C2)=O)C=CC(=C1)C(F)(F)F)(F)F (7-{[2,4-bis(trifluoromethyl)benzyl]oxy}-2,3-dihydro-4H-thiochromen-4-one). Solvent: CCO (EtOH), CCO (EtOH). Conditions: temperature 25 celsius, time 3 hour. Product: FC(C1=C(COC2=CC=C3C(CCSC3=C2)O)C=CC(=C1)C(F)(F)F)(F)F (7-{[2,4-bis(trifluoromethyl)benzyl]oxy}thiochroman-4-ol). Isolated yield 84.1%. As a reaction SMILES: [BH4-].[Na+].[F:3][C:4]([F:29])([F:28])[C:5]1[CH:23]=[C:22]([C:24]([F:27])([F:26])[F:25])[CH:21]=[CH:20][C:6]=1[CH2:7][O:8][C:9]1[CH:18]=[C:17]2[C:12]([C:13](=[O:19])[CH2:14][CH2:15][S:16]2)=[CH:11][CH:10]=1>CCO>[F:29][C:4]([F:3])([F:28])[C:5]1[CH:23]=[C:22]([C:24]([F:27])([F:25])[F:26])[CH:21]=[CH:20][C:6]=1[CH2:7][O:8][C:9]1[CH:18]=[C:17]2[C:12]([CH:13]([OH:19])[CH2:14][CH2:15][S:16]2)=[CH:11][CH:10]=1 |f:0.1|. Reported procedure: To a solution of NaBH4 (93.1 mg) in EtOH (15 mL) was added dropwise a solution of 7-{[2,4-bis(trifluoromethyl)benzyl]oxy}-2,3-dihydro-4H-thiochromen-4-one (1.0 g) in EtOH (5 mL) at 0° C. The reaction mixture was warmed to 25° C., followed by stirring for 3 hours. The reaction liquid was concentrated under reduced pressure and to the residue were added DCM (20 mL) and then saturated aqueous NH4Cl (30 mL) at 0° C., followed by stirring for 1 hour and extracting with DCM three times (30 mL×3). The ... Reactants: COC(\C=C\CP(=O)(OC)OC)=O ((E)-4-(dimethoxy-phosphoryl)-but-2-enoic acid methyl ester), [Li]CCCC (nBuLi), C(C)(C)NC(C)C (diisopropylamine), C(C)(C)(C)[Si](O[C@@H]1[C@@H]2CCC=C([C@]2(CCC1)C)[C@@H](CC=O)C)(C)C ((R)-3-[(4aR,5S,8aS)-5-(tert-butyldimethyl-silanyloxy)-8a-methyl-3,4,4a,5,6,7,8,8a-octahydro-naphthalen-1-yl]-butyraldehyde), ice NH4Cl. Solvent: C1CCOC1 (THF), C1CCOC1 (THF). Product: [Li+].CC(C)[N-]C(C)C (LDA), COC(\C=C\C=C\C[C@@H](C)C1=CCC[C@H]2[C@H](CCC[C@]12C)O[Si](C)(C)C(C)(C)C)=O ((2E,4E)-(R)-7-[(4aR,5S,8aS)-5-(tert-butyldimethyl-silanyloxy)-8a-methyl-3,4,4a,5,6,7,8,8a-octahydro-naphthalen-1-yl]-octa-2,4-dienoic acid methyl ester). Reaction SMILES: [Li:1]CCCC.[CH:6]([NH:9][CH:10]([CH3:12])[CH3:11])([CH3:8])[CH3:7].[CH3:13][O:14][C:15](=[O:25])/[CH:16]=[CH:17]/[CH2:18]P(OC)(OC)=O.[C:26]([Si:30]([CH3:49])([CH3:48])[O:31][C@H:32]1[CH2:41][CH2:40][CH2:39][C@@:38]2([CH3:42])[C@H:33]1[CH2:34][CH2:35][CH:36]=[C:37]2[C@H:43]([CH3:47])[CH2:44][CH:45]=O)([CH3:29])([CH3:28])[CH3:27]>C1COCC1>[Li+:1].[CH3:7][CH:6]([N-:9][CH:10]([CH3:12])[CH3:11])[CH3:8].[CH3:13][O:14][C:15](=[O:25])/[CH:16]=[CH:17]/[CH:18]=[CH:45]/[CH2:44][C@H:43]([C:37]1[C@:38]2([CH3:42])[C@H:33]([C@@H:32]([O:31][Si:30]([C:26]([CH3:28])([CH3:27])[CH3:29])([CH3:48])[CH3:49])[CH2:41][CH2:40][CH2:39]2)[CH2:34][CH2:35][CH:36]=1)[CH3:47] |f:5.6|. Reported procedure: A LDA solution was prepared by adding at 0° 9.79 ml of nBuLi (1.55 M, hexane) to 2.30 ml of diisopropylamine. After cooling to -78°, 2.872 g of (E)-4-(dimethoxy-phosphoryl)-but-2-enoic acid methyl ester, dissolved in 17 ml of abs. THF, were added. 90 minutes later, 2.424 g of (R)-3-[(4aR,5S,8aS)-5-(tert-butyldimethyl-silanyloxy)-8a-methyl-3,4,4a,5,6,7,8,8a-octahydro-naphthalen-1-yl]-butyraldehyde dissolved in 15 ml of abs. THF, were added and allowed to react for 2 h at -78° and 1.5 h at -40°. T... The reactants are CCOC(=O)C (EtOAc), C(C)(=O)O[C@H]1[C@H](OCC=C)O[C@H]([C@@H]([C@H]1OCC1=CC=CC=C1)OCC1=CC=CC=C1)C (Allyl 2-O-acetyl-3,4-di-O-benzyl-α-L-rhamnopyranoside), C[O-].[Na+] (NaOMe), C(C)(=O)O[C@H]1[C@H](OCC=C)O[C@H]([C@@H]([C@H]1OCC1=CC=CC=C1)OCC1=CC=CC=C1)C (Allyl 2-O-acetyl-3,4-di-O-benzyl-α-L-rhamnopyranoside). Run in CO (MeOH). Conditions: time 2 hour. The product is alcohol, C[C@H]1[C@@H]([C@H]([C@H](C(O1)O)O)O)O.O (L(+)-rhamnose monohydrate). RXN SMILES: C[O-].[Na+].C([O:7][C@@H:8]1[C@H:17]([O:18]CC2C=CC=CC=2)[C@@H:16]([O:26]CC2C=CC=CC=2)[C@H:15]([CH3:34])[O:14][C@H:9]1[O:10]CC=C)(=[O:6])C.CCOC(C)=O>CO>[CH3:34][C@@H:15]1[O:14][CH:9]([OH:10])[C@H:8]([OH:7])[C@H:17]([OH:18])[C@H:16]1[OH:26].[OH2:6] |f:0.1,5.6|. Reported procedure: After adding 0.5 M NaOMe (222.7 mL, 111.0 mmol, 1 eq.) to the allyl glycoside 76 (47.5 g, 111.0 mmol) in solution in MeOH (150 mL), the reaction mixture is stirred for 2 h and its development is monitored by TLC (Chex/EtOAc, 7/3). After observing the disappearance of 76 (Rf=0.6) and the appearance of a more polar product (Rf=0.35), the reaction mixture is neutralized by adding DOWEX (H+) ion-exchange resin, then filtered on a frit. The resin is washed with DCM/MeOH mixture and the solvents are e... Starting materials: solution, N (ammonia), O.ON1N=NC2=C1C=CC=C2 (1-hydroxybenzotriazole hydrate), Cl.CN(CCCN=C=NCC)C (1-[3-(dimethylamino)propyl]-3-ethylcarbodiimide hydrochloride), ClC=1C=NC2=CC=C(C=C2C1CCCC1(CCN(CC1)CCCC1=CC=CC=C1)C(=O)O)OC (4-[3-(3-chloro-6-methoxyquinolin-4-yl)propyl]-1-(3-phenylpropyl)piperidine-4-carboxylic acid), [Na] (sodium). Run in O1CCOCC1 (dioxane), ClCCl (dichloromethane), C(C)N(CC)CC (triethylamine), O (water). Conditions: temperature 20 celsius, time 17 hour. The product is ClC=1C=NC2=CC=C(C=C2C1CCCC1(CCN(CC1)CCCC1=CC=CC=C1)C(=O)N)OC (4-[3-(3-chloro-6-methoxyquinolin-4-yl)propyl]-1-(3-phenylpropyl)piperidine-4-carboxamide). Isolated yield 29.4%. As a reaction SMILES: N.O.O[N:4]1C2C=CC=CC=2N=N1.Cl.CN(C)CCCN=C=NCC.[Cl:25][C:26]1[CH:27]=[N:28][C:29]2[C:34]([C:35]=1[CH2:36][CH2:37][CH2:38][C:39]1([C:54]([OH:56])=O)[CH2:44][CH2:43][N:42]([CH2:45][CH2:46][CH2:47][C:48]3[CH:53]=[CH:52][CH:51]=[CH:50][CH:49]=3)[CH2:41][CH2:40]1)=[CH:33][C:32]([O:57][CH3:58])=[CH:31][CH:30]=2.[Na]>O1CCOCC1.ClCCl.O.C(N(CC)CC)C>[Cl:25][C:26]1[CH:27]=[N:28][C:29]2[C:34]([C:35]=1[CH2:36][CH2:37][CH2:38][C:39]1([C:54]([NH2:4])=[O:56])[CH2:44][CH2:43][N:42]([CH2:45][CH2:46][CH2:47][C:48]3[CH:53]=[CH:52][CH:51]=[CH:50][CH:49]=3)[CH2:41][CH2:40]1)=[CH:33][C:32]([O:57][CH3:58])=[CH:31][CH:30]=2 |f:1.2,3.4,^1:58|. Reported procedure: 15.6 cm3 of a 0.5N solution of aqueous ammonia in dioxane, 0.26 g of 1-hydroxybenzotriazole hydrate, 0.75 g of 1-[3-(dimethylamino)propyl]-3-ethylcarbodiimide hydrochloride and 0.55 cm3 of triethylamine were added to a mixture of 0.75 g of 4-[3-(3-chloro-6-methoxyquinolin-4-yl)propyl]-1-(3-phenylpropyl)piperidine-4-carboxylic acid in the form of the sodium salt, in 20 cm3 of dichloromethane. The suspension obtained was stirred for 17 hours at a temperature in the region of 20° C. The reaction mi... The reactants are C(C)N(CCNC(OC(C)(C)C)=O)C1=NC=CC(=C1)C (tert-Butyl N-[2-[ethyl-(4-methyl-2-pyridyl)amino]ethyl]carbamate), Cl (Hydrochloric acid). The solvent is C(Cl)Cl (DCM). Run at time 8 hour. Product: Cl.Cl.C(C)N(CCN)C1=NC=CC(=C1)C (N-Ethyl-N-(4-methyl-2-pyridyl)ethane-1,2-diamine dihydrochloride). Reaction SMILES: [CH2:1]([N:3]([C:14]1[CH:19]=[C:18]([CH3:20])[CH:17]=[CH:16][N:15]=1)[CH2:4][CH2:5][NH:6]C(=O)OC(C)(C)C)[CH3:2].[ClH:21]>C(Cl)Cl>[ClH:21].[ClH:21].[CH2:1]([N:3]([C:14]1[CH:19]=[C:18]([CH3:20])[CH:17]=[CH:16][N:15]=1)[CH2:4][CH2:5][NH2:6])[CH3:2] |f:3.4.5|. Procedure details: tert-Butyl N-[2-[ethyl-(4-methyl-2-pyridyl)amino]ethyl]carbamate (130 mg, 0.465 mmol) was dissolved in DCM (10 ml) and flushed with nitrogen. Hydrochloric acid (4N in dioxane, 9.31 mmol, 2.33 ml) was added and the mixture was stirred at room temperature overnight. The product was filtered off, dissolved in a mixture of acetonitrile and water and obtained by evaporation under reduced pressure to yield 58 mg (0.229 mmol, 49%) MS(ESI) m/z=180.2 [M+1]+.